From a dataset of the Open Reaction Database (ORD), a public repository of structured organic reaction records. describe an organic reaction: reactants, conditions, products, and yield The reactants are [Al+3], [Cl-], [Cl-], [Cl-], O=C(Cl)c1ccccc1Cl, S=C=S, c1ccsc1. Product: O=C(c1cccs1)c1ccccc1Cl. RXN SMILES: [Al+3:19].[Cl-:16].[Cl-:17].[Cl-:18].[Cl:1][c:2]1[c:3]([C:4](=[O:5])[Cl:6])[cH:7][cH:8][cH:9][cH:10]1.[S:20]=[C:21]=[S:22].[cH:11]1[cH:12][cH:13][s:14][cH:15]1>>[Cl:1][c:2]1[c:3]([C:4](=[O:5])[c:13]2[cH:12][cH:11][cH:15][s:14]2)[cH:7][cH:8][cH:9][cH:10]1. Reactants: Cl.O=C1CCC=2C=C(C=NC2N1)/C=C/C(=O)O ((2E)-3-(7-oxo-5,6,7,8-tetrahydro-1,8-naphthyridin-3-yl)acrylic acid hydrochloride), C1(=CC=CC=C1)C1NCCC1 (2-phenylpyrrolidine), CCN(C(C)C)C(C)C (DIPEA), CCN=C=NCCCN(C)C (EDAC). Solvent: CN(C)C=O (DMF). Conditions: time 24 hour. The product is O=C(/C=C/C=1C=C2CCC(NC2=NC1)=O)N1C(CCC1)C1=CC=CC=C1 (6-[(1E)-3-Oxo-3-(2-phenylpyrrolidin-1-yl)prop-1-en-1-yl]-3,4-dihydro-1,8-naphthyridin-2(1H)-one). Isolated yield 16.8%. Reaction SMILES: Cl.[O:2]=[C:3]1[NH:12][C:11]2[N:10]=[CH:9][C:8](/[CH:13]=[CH:14]/[C:15]([OH:17])=O)=[CH:7][C:6]=2[CH2:5][CH2:4]1.[C:18]1([CH:24]2[CH2:28][CH2:27][CH2:26][NH:25]2)[CH:23]=[CH:22][CH:21]=[CH:20][CH:19]=1.CCN(C(C)C)C(C)C.CCN=C=NCCCN(C)C>CN(C=O)C>[O:17]=[C:15]([N:25]1[CH2:26][CH2:27][CH2:28][CH:24]1[C:18]1[CH:23]=[CH:22][CH:21]=[CH:20][CH:19]=1)/[CH:14]=[CH:13]/[C:8]1[CH:7]=[C:6]2[C:11](=[N:10][CH:9]=1)[NH:12][C:3](=[O:2])[CH2:4][CH2:5]2 |f:0.1|. Procedure: A 16 mL vial flask was successively charged with (2E)-3-(7-oxo-5,6,7,8-tetrahydro-1,8-naphthyridin-3-yl)acrylic acid hydrochloride (30 mg, 0.12 mmol), DMF (3 mL), 2-phenylpyrrolidine (21 mg, 0.14 mmol), DIPEA (48 μL, 0.28 mmol) and EDAC (27 mg, 0.14 mmol). The reaction mixture was stirred at room temperature and concentrated to dryness. LC/MS showed the presence of the target compound and no starting material after 24 h. The residue was purified on preparative TLC (eluent: dichloromethane/NH3 7N...